Dataset: the Open Reaction Database (ORD), a public repository of structured organic reaction records. Task: describe an organic reaction: reactants, conditions, products, and yield Reactants: C(C=1C(=CC=CC1)OC)=O (o-anisaldehyde), C(CCS)S (propane-1,3-dithiol), B(F)(F)F.CCOCC (Boron trifluoride etherate). Solvent: C(Cl)Cl (methylene chloride). Conditions: temperature 0 celsius, time 0.5 hour. Product: COC1=C(C=CC=C1)C1SCCCS1 (2-(2'-methoxyphenyl)-1,3-dithiane). Isolated yield 104.3%. Reaction SMILES: [CH:1](=O)[C:2]1[C:3]([O:8][CH3:9])=[CH:4][CH:5]=[CH:6][CH:7]=1.[CH2:11]([SH:15])[CH2:12][CH2:13][SH:14].B(F)(F)F.CCOCC>C(Cl)Cl>[CH3:9][O:8][C:3]1[CH:4]=[CH:5][CH:6]=[CH:7][C:2]=1[CH:1]1[S:15][CH2:11][CH2:12][CH2:13][S:14]1 |f:2.3|. Reported procedure: A solution of 20.4 g (150 mmol) of o-anisaldehyde and 24 mL (239 mmol) of propane-1,3-dithiol in 300 mL of methylene chloride was cooled to 0° C. Boron trifluoride etherate (4.0 mL, 33 mmol) was added dropwise to the cooled solution and the reaction mixture was stirred at 0° C. for 0.5 h, then at ambient temperature for 18 h. The methylene chloride solution was washed with 2×100 mL of 10% aqueous sodium hydroxide solution, 100 mL of water and 100 mL of brine, dried over anhydrous sodium sulfate ... Starting materials: C(C1=CC=CC=C1)(=O)NN (benzohydrazide), CC(=O)C (acetone). Conditions: temperature 5 celsius. The product is CC(C)=NNC(C1=CC=CC=C1)=O (N′-(1-methylethylidene)benzohydrazide). RXN SMILES: [C:1]([NH:9][NH2:10])(=[O:8])[C:2]1[CH:7]=[CH:6][CH:5]=[CH:4][CH:3]=1.[CH3:11][C:12]([CH3:14])=O>>[CH3:11][C:12](=[N:10][NH:9][C:1](=[O:8])[C:2]1[CH:7]=[CH:6][CH:5]=[CH:4][CH:3]=1)[CH3:14]. Reported procedure: A four neck flask (1 liter) equipped with a thermometer, a reflux condenser and a stirrer was charged with 136 g (1.0 mol) of benzohydrazide and 600 ml of acetone and then heated under reflux for 12 hours. The reaction liquid was cooled down to 5° C. or lower, and then crystal was filtered off and dried under reduced pressure, whereby white crystal was obtained. The reactants are COC(=O)COc1ccc(Cl)c2nc(OC(F)F)c(Cc3ccc(S(C)(=O)=O)cc3Cl)c(C)c12, CO, [Li+], [OH-], O. The product is Cc1c(Cc2ccc(S(C)(=O)=O)cc2Cl)c(OC(F)F)nc2c(Cl)ccc(OCC(=O)O)c12. As a reaction SMILES: [CH3:1][O:2][C:3]([CH2:4][O:5][c:6]1[c:7]2[c:8]([CH3:33])[c:9]([CH2:21][c:22]3[c:23]([Cl:32])[cH:24][c:25]([S:28](=[O:29])(=[O:30])[CH3:31])[cH:26][cH:27]3)[c:10]([O:17][CH:18]([F:19])[F:20])[n:11][c:12]2[c:13]([Cl:16])[cH:14][cH:15]1)=[O:34].[CH3:35][OH:36].[Li+:37].[OH-:38].[OH2:39]>>[O:2]=[C:3]([CH2:4][O:5][c:6]1[c:7]2[c:8]([CH3:33])[c:9]([CH2:21][c:22]3[c:23]([Cl:32])[cH:24][c:25]([S:28](=[O:29])(=[O:30])[CH3:31])[cH:26][cH:27]3)[c:10]([O:17][CH:18]([F:19])[F:20])[n:11][c:12]2[c:13]([Cl:16])[cH:14][cH:15]1)[OH:34]. Reactants: IC1(SC=CC1)C=1SC=CC1 (2-iodobithiophene), tetrakistriphenylphosphine palladium, C(CCC)[Sn](C1=C(C=C(S1)C=1SC(=CC1P(=O)(OCCCC)OCCCC)[Sn](CCCC)(CCCC)CCCC)P(=O)(OCCCC)OCCCC)(CCCC)CCCC (5,5′-bis(tributylstannyl)-4,3′-bis(dibutoxyphosphoryl)-[2,2′]-bithiophene), [Cu]C#N (copper(I) cyanide), [F-].[K+] (potassium fluoride). The solvent is C1(=CC=CC=C1)C (toluene). Yields the product C(CCC)OP(=O)(OCCCC)C=1C=C(SC1C=1SC(=C(C1)P(=O)(OCCCC)OCCCC)C=1SC(=CC1)C=1SC=CC1)C1=CC=C(S1)C=1SC=CC1 (4″,4″′-bis(dibutoxyphosphoryl)-[2,2′;5′,2″;5″,2″′;5″′,2″″;5″″,2″″′]-sexithiophene). The yield is 39.0%. RXN SMILES: I[C:2]1([C:7]2[S:8][CH:9]=[CH:10][CH:11]=2)[CH2:6][CH:5]=[CH:4][S:3]1.C([Sn](CCCC)(CCCC)[C:17]1[S:21][C:20]([C:22]2[S:23][C:24]([Sn](CCCC)(CCCC)CCCC)=[CH:25][C:26]=2[P:27]([O:34][CH2:35][CH2:36][CH2:37][CH3:38])([O:29][CH2:30][CH2:31][CH2:32][CH3:33])=[O:28])=[CH:19][C:18]=1P(OCCCC)(OCCCC)=O)CCC.[Cu]C#N.[F-].[K+]>C1(C)C=CC=CC=1>[CH2:35]([O:34][P:27]([C:5]1[CH:6]=[C:2]([C:7]2[S:8][C:9]([C:24]3[S:23][CH:22]=[CH:26][CH:25]=3)=[CH:10][CH:11]=2)[S:3][C:4]=1[C:24]1[S:23][C:22]([C:20]2[S:21][C:17]([C:20]3[S:21][CH:17]=[CH:18][CH:19]=3)=[CH:18][CH:19]=2)=[C:26]([P:27]([O:29][CH2:30][CH2:31][CH2:32][CH3:33])([O:34][CH2:35][CH2:36][CH2:37][CH3:38])=[O:28])[CH:25]=1)([O:29][CH2:30][CH2:31][CH2:32][CH3:33])=[O:28])[CH2:36][CH2:37][CH3:38] |f:3.4|. Reported procedure: At room temperature, 0.0643 g (0.220 mmols) of 2-iodobithiophene and 0.0046 g (0.00398 mmols) of commercially available tetrakistriphenylphosphine palladium were dissolved in toluene, to which 0.113 g (0.100 mmol) of 5,5′-bis(tributylstannyl)-4,3′-bis(dibutoxyphosphoryl)-[2,2′]-bithiophene and 0.0018 g (0.020 mmols) of commercially available copper(I) cyanide were added at room temperature. Thereafter, the reaction mixture was heated and stirred under reflux for 3 hours. After the reaction, the ... Starting materials: C(CCC)OCC=CC (1-butoxybut-2-ene), C(CCC)O (n-butanol). The reagents and catalysts are heterogeneous catalyst, [Pd] (palladium). Reaction conditions: time 16 hour. Yields the product C(CCC)OC(CCC)OCCCC (1,1-dibutoxybutane), C(CCC)OCCCC (dibutyl ether), C(CCC)OC=CCC (1-butoxybut-1-ene). RXN SMILES: [CH2:1]([O:5][CH2:6][CH:7]=[CH:8][CH3:9])[CH2:2][CH2:3][CH3:4].[CH2:10]([OH:14])[CH2:11][CH2:12][CH3:13]>[Pd]>[CH2:6]([O:5][CH:1]([O:14][CH2:10][CH2:11][CH2:12][CH3:13])[CH2:2][CH2:3][CH3:4])[CH2:7][CH2:8][CH3:9].[CH2:1]([O:5][CH2:6][CH2:7][CH2:8][CH3:9])[CH2:2][CH2:3][CH3:4].[CH2:6]([O:5][CH:1]=[CH:2][CH2:3][CH3:4])[CH2:7][CH2:8][CH3:9]. Procedure details: A glass autoclave was filled with 0.10 g of the heterogeneous catalyst palladium on active carbon (10% by weight of Pd), 3.0 g (24 mmol) of 1-butoxybut-2-ene and 1.73 g (24 mmol) of n-butanol. After 16 hours at 150° C. under a hydrogen atmosphere (1 bar), the reaction mixture was analyzed by means of calibrated gas chromatography. At a conversion of 21%, 1,1-dibutoxybutane was formed with a selectivity of 42%, dibutyl ether with a selectivity of 25% and 1-butoxybut-1-ene with a selectivity of 22... Reactants: C(C1=CC=CC=C1)(=O)NC1=CC(=C(C(=C1)CN1CCCC1)O)CN1CCCC1 (N-benzoyl-3,5-bis(N-pyrrolidinylmethyl)-4-hydroxyaniline), N1CCCCC1 (piperidine), N1CCCC1 (pyrrolidine). Product: C(C1=CC=CC=C1)(=O)NC1=CC(=C(C(=C1)CN1CCCCC1)O)CN1CCCCC1 (N-(benzoyl)3,5-bis(piperidinylmethyl)-4-hydroxyaniline). As a reaction SMILES: [C:1]([NH:9][C:10]1[CH:15]=[C:14]([CH2:16]N2CCCC2)[C:13]([OH:22])=[C:12]([CH2:23][N:24]2[CH2:28][CH2:27][CH2:26][CH2:25]2)[CH:11]=1)(=[O:8])[C:2]1[CH:7]=[CH:6][CH:5]=[CH:4][CH:3]=1.[NH:29]1[CH2:34][CH2:33][CH2:32][CH2:31][CH2:30]1.N1CCC[CH2:36]1>>[C:1]([NH:9][C:10]1[CH:15]=[C:14]([CH2:16][N:29]2[CH2:34][CH2:33][CH2:32][CH2:31][CH2:30]2)[C:13]([OH:22])=[C:12]([CH2:23][N:24]2[CH2:25][CH2:26][CH2:27][CH2:28][CH2:36]2)[CH:11]=1)(=[O:8])[C:2]1[CH:3]=[CH:4][CH:5]=[CH:6][CH:7]=1. Procedure details: This example describes the synthesis of a compound having the formula ##STR154## This compound was prepared as was the compound of Example III with the exception that piperidine was substituted for pyrrolidine yielding white crystals: mp 138°-140° C. The IR and spectra were consistent with the assigned structure and the elemental analysis was consistent with the empirical formula (C25H33N3O2.2HCl.2H2O).